From a dataset of the Open Reaction Database (ORD), a public repository of structured organic reaction records. describe an organic reaction: reactants, conditions, products, and yield The reactants are Cl (hydrochloric acid), O1CCN(CC1)C1=CC=C(C=C1)NC1=NC=CC(=N1)C1=CC=C(C(=O)OCC)C=C1 (ethyl 4-(2-(4-morpholinophenylamino)pyrimidin-4-yl)benzoate), CO.O1CCCC1 (methanol tetrahydrofuran), [OH-].[Li+] (lithium hydroxide). Solvent: O (water). Product: O1CCN(CC1)C1=CC=C(C=C1)NC1=NC=CC(=N1)C1=CC=C(C(=O)O)C=C1 (4-(2-(4-morpholinophenylamino)pyrimidin-4-yl)benzoic acid). Reaction SMILES: [O:1]1[CH2:6][CH2:5][N:4]([C:7]2[CH:12]=[CH:11][C:10]([NH:13][C:14]3[N:19]=[C:18]([C:20]4[CH:30]=[CH:29][C:23]([C:24]([O:26]CC)=[O:25])=[CH:22][CH:21]=4)[CH:17]=[CH:16][N:15]=3)=[CH:9][CH:8]=2)[CH2:3][CH2:2]1.CO.O1CCCC1.[OH-].[Li+].Cl>O>[O:1]1[CH2:6][CH2:5][N:4]([C:7]2[CH:12]=[CH:11][C:10]([NH:13][C:14]3[N:19]=[C:18]([C:20]4[CH:30]=[CH:29][C:23]([C:24]([OH:26])=[O:25])=[CH:22][CH:21]=4)[CH:17]=[CH:16][N:15]=3)=[CH:9][CH:8]=2)[CH2:3][CH2:2]1 |f:1.2,3.4|. Procedure: A solution of ethyl 4-(2-(4-morpholinophenylamino)pyrimidin-4-yl)benzoate (35.39 g, 87.6 mmol) in 3:1 methanol/tetrahydrofuran (350 mL) was treated with lithium hydroxide (4.41 g, 183.9 mmol) in water (90 mL). The mixture was heated at reflux for 2 h., cooled, concentrated and acidified with hydrochloric acid (2M, 92.5 mL, 185 mmol). The dark precipitate was filtered, washed with water, and dried under vacuum. The solid was ground to a powder with a mortar and pestle, triturated with methanol (5... The reactants are COC1=CC=C(C=C1)CCC(=O)O (4-methoxybenzenepropionic acid), liquid, N (ammonia), [Li] (lithium), [Cl-].[NH4+] (ammonium chloride), N (ammonia). Run in O1CCCC1 (tetrahydrofuran), C(C)(C)(C)O (tert-butanol). Conditions: time 10 minute. The product is O=C1CC=C(CC1)CCC(=O)O (4-oxocyclohex-1-enepropionic acid). RXN SMILES: C[O:2][C:3]1[CH:8]=[CH:7][C:6]([CH2:9][CH2:10][C:11]([OH:13])=[O:12])=[CH:5][CH:4]=1.N.[Li].[Cl-].[NH4+]>O1CCCC1.C(O)(C)(C)C>[O:2]=[C:3]1[CH2:8][CH2:7][C:6]([CH2:9][CH2:10][C:11]([OH:13])=[O:12])=[CH:5][CH2:4]1 |f:3.4,^1:14|. Procedure details: To a stirred solution of 4.4 g of 4-methoxybenzenepropionic acid and 75 ml of tert-butanol, 50 ml of tetrahydrofuran and 300 ml of liquid ammonia there was added 0.85 g of lithium wire in 2-3 cm pieces over a 10 minute period to give a mixture which had a persistent deep blue color. After an additional 10 minutes, 13.4 g of powdered ammonium chloride was added and the ammonia was allowed to evaporate. The residue was dissolved in 300 ml of water and washed twice with 200-ml portions of ether. Th... Starting materials: ClC1=CC=CC(=N1)NC(C1=CC(=C(C=C1)F)[N+](=O)[O-])=O (N-(6-chloro-pyridin-2-yl)-4-fluoro-3-nitro-benzamide), CN (methylamine). Product: ClC1=CC=CC(=N1)NC(C1=CC(=C(C=C1)NC)[N+](=O)[O-])=O (N-(6-Chloro-pyridin-2-yl)-4-methylamino-3-nitro-benzamide). Reaction SMILES: [Cl:1][C:2]1[N:7]=[C:6]([NH:8][C:9](=[O:20])[C:10]2[CH:15]=[CH:14][C:13](F)=[C:12]([N+:17]([O-:19])=[O:18])[CH:11]=2)[CH:5]=[CH:4][CH:3]=1.[CH3:21][NH2:22]>>[Cl:1][C:2]1[N:7]=[C:6]([NH:8][C:9](=[O:20])[C:10]2[CH:15]=[CH:14][C:13]([NH:22][CH3:21])=[C:12]([N+:17]([O-:19])=[O:18])[CH:11]=2)[CH:5]=[CH:4][CH:3]=1. Reported procedure: Prepared analogously to example 316a from N-(6-chloro-pyridin-2-yl)-4-fluoro-3-nitro-benzamide and methylamine. Starting materials: CC=1C(C(C(CC1)C)(C)C)C=CC(C)=O (4-(2,5,6,6-tetramethyl-2-cyclohexen-1-yl)-3-buten-2-one), 2,5,6,6-tetramethyl-1-cyclohexen-1-yl-3-buten-2-one, CC1(C(C1)CCC(=C=CCC(C)=O)C)C (8-(2',2'-dimethylcyclopropyl)-6-methyl-4,5-octadien-2-one). Yields the product CC1(C(C1)CCC(=CC=CC(C)=O)C)C (8-(2',2'-dimethylcyclopropyl)-6-methyl-3,5-octadien-2-one). Reaction SMILES: [CH3:1][C:2]1[CH:3]([CH:11]=[CH:12][C:13](=[O:15])[CH3:14])[C:4]([CH3:10])([CH3:9])[CH:5]([CH3:8])[CH2:6][CH:7]=1.CC1(C)CC1CCC(C)=C=CCC(=O)C>>[CH3:10][C:4]1([CH3:9])[CH2:8][CH:5]1[CH2:6][CH2:7][C:2]([CH3:1])=[CH:3][CH:11]=[CH:12][C:13](=[O:15])[CH3:14]. Procedure details: A process for the manufacture of 4-(2,5,6,6-tetramethyl-2-cyclohexen-1-yl)-3-buten-2-one and 4-(2,5,6,6-tetramethyl-1-cyclohexen-1-yl-3-buten-2-one which process comprises isomerizing 8-(2',2'-dimethylcyclopropyl)-6-methyl-4,5-octadien-2-one in the presence of a base or an acid to form 8-(2',2'-dimethylcyclopropyl)-6-methyl-3,5-octadien-2-one and cyclizing said 8-(2',2'-dimethylcyclopropyl)-6-methyl-3,5-ocatadien-2-one. Reactants: FC1=CC=C(C=C1)C=1OC=C(N1)CO[C@H]1C[C@H](CCC1)OCC=1C=CC(=C(C(=O)OCC)C1)C (ethyl rac-cis-5-{3-[2-(4-fluorophenyl)oxazol-4-ylmethoxy]cyclohexyloxymethyl}-2-methylbenzoate), [OH-].[K+] (potassium hydroxide), Cl (hydrochloric acid). Solvent: CC(C)(O)C (1,1-dimethylethanol). Reaction conditions: temperature 85 celsius. Product: FC1=CC=C(C=C1)C=1OC=C(N1)CO[C@H]1C[C@H](CCC1)OCC=1C=CC(=C(C(=O)O)C1)C (rac-cis-5-{3-[2-(4-Fluorophenyl)oxazol-4-ylmethoxy]cyclohexyloxymethyl}-2-methylbenzoic acid). As a reaction SMILES: [F:1][C:2]1[CH:7]=[CH:6][C:5]([C:8]2[O:9][CH:10]=[C:11]([CH2:13][O:14][C@@H:15]3[CH2:20][CH2:19][CH2:18][C@H:17]([O:21][CH2:22][C:23]4[CH:24]=[CH:25][C:26]([CH3:34])=[C:27]([CH:33]=4)[C:28]([O:30]CC)=[O:29])[CH2:16]3)[N:12]=2)=[CH:4][CH:3]=1.[OH-].[K+].Cl>CC(C)(O)C>[F:1][C:2]1[CH:3]=[CH:4][C:5]([C:8]2[O:9][CH:10]=[C:11]([CH2:13][O:14][C@@H:15]3[CH2:20][CH2:19][CH2:18][C@H:17]([O:21][CH2:22][C:23]4[CH:24]=[CH:25][C:26]([CH3:34])=[C:27]([CH:33]=4)[C:28]([OH:30])=[O:29])[CH2:16]3)[N:12]=2)=[CH:6][CH:7]=1 |f:1.2|. Reported procedure: A suspension of 47 mg of ethyl rac-cis-5-{3-[2-(4-fluorophenyl)oxazol-4-ylmethoxy]cyclohexyloxymethyl}-2-methylbenzoate 24, 2 ml of 1,1-dimethylethanol and 50% (w/w) potassium hydroxide was heated at 85° C. (oil bath) for 2 hours. The pH was adjusted to 3 using dilute hydrochloric acid and the mixture was extracted twice with MTBE. The extracts were dried over magnesium sulfate, filtered and concentrated on a rotary evaporator, and the product was then purified by chromatography. This gave the p... RXN SMILES: [C:28]([c:29]1[s:30][c:31]([Cl:32])[cH:33][cH:34]1)(=[O:35])[CH3:36].[CH3:47][CH2:48][N:49]=[C:50]=[N:51][CH2:52][CH2:53][CH2:54][N:55]([CH3:56])[CH3:57].[CH:1]([N:2]([CH2:3][CH3:4])[CH:5]([CH3:6])[CH3:7])([CH3:8])[CH3:9].[Cl:10][c:11]1[cH:12][cH:13][c:14](-[c:16]2[cH:17][c:18]([C:21](=[O:22])[NH:23][CH2:24][C:25](=[O:26])[OH:27])[n:19][nH:20]2)[s:15]1.[ClH:58].[ClH:59].[F:60][c:61]1[c:62]([O:63][CH:64]2[CH2:65][CH2:66][NH:67][CH2:68][CH2:69]2)[cH:70][c:71]([F:74])[cH:72][cH:73]1.[O:75]=[CH:76][N:77]([CH3:78])[CH3:79].[OH2:80].[OH:37][n:38]1[c:39]2[c:40]([cH:41][cH:42][cH:43][cH:44]2)[n:45][n:46]1>>[Cl:10][c:11]1[cH:12][cH:13][c:14](-[c:16]2[cH:17][c:18]([C:21](=[O:22])[NH:23][CH2:24][C:25](=[O:27])[N:67]3[CH2:66][CH2:65][CH:64]([O:63][c:62]4[c:61]([F:60])[cH:73][cH:72][c:71]([F:74])[cH:70]4)[CH2:69][CH2:68]3)[n:19][nH:20]2)[s:15]1. Reactants: CC(=O)c1ccc(Cl)s1, CCN=C=NCCCN(C)C, CCN(C(C)C)C(C)C, O=C(O)CNC(=O)c1cc(-c2ccc(Cl)s2)[nH]n1, Cl, Cl, Fc1ccc(F)c(OC2CCNCC2)c1, CN(C)C=O, O, On1nnc2ccccc21. The product is O=C(NCC(=O)N1CCC(Oc2cc(F)ccc2F)CC1)c1cc(-c2ccc(Cl)s2)[nH]n1. Reactants: C(C)OC(C(NC1=CC=C(C=C1)C(NO)=N)C1=C(C=C(C(=C1)OCC)OCCO)F)=O ((RS)-[5-ethoxy-2-fluoro-4-(2-hydroxy-ethoxy)-phenyl]-[4-(N-hydroxycarbamimidoyl)-phenylamino]-acetic acid ethyl ester), Cl (HCl), solution, [OH-].[Na+] (NaOH). Run in C1CCOC1 (THF). Run at temperature 0 celsius, time 2.5 hour. The product is [Cl-].[Na+].C(C)OC=1C(=CC(=C(C1)C(C(=O)O)NC1=CC=C(C=C1)C(NO)=N)F)OCCO ((RS)-[5-ethoxy-2-fluoro-4-(2-hydroxy-ethoxy)-phenyl]-[4-(N-hydroxycarbamimidoyl)-phenylamino]-acetic acid sodiumchloride). RXN SMILES: C([O:3][C:4](=[O:31])[CH:5]([C:17]1[CH:22]=[C:21]([O:23][CH2:24][CH3:25])[C:20]([O:26][CH2:27][CH2:28][OH:29])=[CH:19][C:18]=1[F:30])[NH:6][C:7]1[CH:12]=[CH:11][C:10]([C:13](=[NH:16])[NH:14][OH:15])=[CH:9][CH:8]=1)C.[OH-].[Na+:33].[ClH:34]>C1COCC1>[Cl-:34].[Na+:33].[CH2:24]([O:23][C:21]1[C:20]([O:26][CH2:27][CH2:28][OH:29])=[CH:19][C:18]([F:30])=[C:17]([CH:5]([NH:6][C:7]2[CH:8]=[CH:9][C:10]([C:13](=[NH:16])[NH:14][OH:15])=[CH:11][CH:12]=2)[C:4]([OH:31])=[O:3])[CH:22]=1)[CH3:25] |f:1.2,5.6.7|. Reported procedure: The (RS)-[5-ethoxy-2-fluoro-4-(2-hydroxy-ethoxy)-phenyl]-[4-(N-hydroxycarbamimidoyl)-phenylamino]-acetic acid ethyl ester (44 mg) described in example 1.8 was suspended in THF (0.9 ml). A 1 M solution of NaOH (0.101 ml) was added and the mixture was stirred for 30 min at 0° C. and for 2.5 h at room temperature. The mixture was neutralized with 1 M HCl and concentrated to give 42 mg of (RS)-[5-ethoxy-2-fluoro-4-(2-hydroxy-ethoxy)-phenyl]-[4-(N-hydroxycarbamimidoyl)-phenylamino]-acetic acid sodium... Starting materials: CN(C)C=O, CC(C)c1c[nH]c2ccc(Oc3c(C(F)(F)F)cc(CBr)cc3C(F)(F)F)cc12, N#C[Na], O. Product: CC(C)c1c[nH]c2ccc(Oc3c(C(F)(F)F)cc(CC#N)cc3C(F)(F)F)cc12. RXN SMILES: [CH3:33][N:34]([CH3:35])[CH:36]=[O:37].[CH:4]([CH3:5])([CH3:6])[c:7]1[cH:8][nH:9][c:10]2[cH:11][cH:12][c:13]([O:16][c:17]3[c:18]([C:29]([F:30])([F:31])[F:32])[cH:19][c:20]([CH2:21][Br:22])[cH:23][c:24]3[C:25]([F:26])([F:27])[F:28])[cH:14][c:15]12.[Na:1][C:2]#[N:3].[OH2:38]>>[C:2](#[N:3])[CH2:21][c:20]1[cH:19][c:18]([C:29]([F:30])([F:31])[F:32])[c:17]([O:16][c:13]2[cH:12][cH:11][c:10]3[nH:9][cH:8][c:7]([CH:4]([CH3:5])[CH3:6])[c:15]3[cH:14]2)[c:24]([C:25]([F:26])([F:27])[F:28])[cH:23]1. Starting materials: ClC1=C(C=CC=C1)C(CN1N=CN=N1)=O (1-(2-chlorophenyl)-2-(1,2,3,4-tetrazol-2-yl)ethan-1-one), ClC1=C(C=CC=C1)C(CN1N=NN=C1)=O (1-(2-chlorophenyl)-2-(1,2,3,4-tetrazol-1-yl)ethan-1-one). The product is ClC1=C(C=CC=C1)[C@H](CN1N=CN=N1)O ((R)-1-(2-chlorophenyl)-2-(1,2,3,4-tetrazol-2-yl)ethan-1-ol). RXN SMILES: [Cl:1][C:2]1[CH:7]=[CH:6][CH:5]=[CH:4][C:3]=1[C:8](=[O:15])[CH2:9][N:10]1[N:14]=[N:13][CH:12]=[N:11]1.ClC1C=CC=CC=1C(=O)CN1C=NN=N1>>[Cl:1][C:2]1[CH:7]=[CH:6][CH:5]=[CH:4][C:3]=1[C@@H:8]([OH:15])[CH2:9][N:10]1[N:14]=[N:13][CH:12]=[N:11]1. Reported procedure: The same procedure as in Preparation Example 3 was repeated, with the exception that 1-(2-chlorophenyl)-2-(1,2,3,4-tetrazol-2-yl)ethan-1-one, prepared in Preparation Example 2, was used instead of 1-(2-chlorophenyl)-2-(1,2,3,4-tetrazol-1-yl)ethan-1-one, to afford (R)-1-(2-chlorophenyl)-2-(1,2,3,4-tetrazol-2-yl)ethan-1-ol (hereinafter referred to as “2N alcohol”). The conversion rate and optical purity of the product are given in Table 1, below. The reactants are C(C)(C)(C)OC(NC1CCC(CC1)NC=1C=2N(C=CN1)C(=CN2)C2=NC(=CC=C2)NCC2=CC=C(C=C2)Cl)=O ((4-{3-[6-(4-chloro-benzylamino)-pyridin-2-yl]-imidazo[1,2-a]pyrazin-8-ylamino}-cyclohexyl)-carbamic acid tert-butyl ester). Solvent: C(C)O (ethanol), Cl (HCl). Conditions: time 8 hour. Product: ClC1=CC=C(CNC2=CC=CC(=N2)C2=CN=C3N2C=CN=C3NC3CCC(CC3)N)C=C1 (N-{3-[6-(4-chloro-benzylamino)-pyridin-2-yl]-imidazo[1,2-a]pyrazin-8-yl}-cyclohexane-1,4-diamine). RXN SMILES: C(OC(=O)[NH:7][CH:8]1[CH2:13][CH2:12][CH:11]([NH:14][C:15]2[C:16]3[N:17]([C:21]([C:24]4[CH:29]=[CH:28][CH:27]=[C:26]([NH:30][CH2:31][C:32]5[CH:37]=[CH:36][C:35]([Cl:38])=[CH:34][CH:33]=5)[N:25]=4)=[CH:22][N:23]=3)[CH:18]=[CH:19][N:20]=2)[CH2:10][CH2:9]1)(C)(C)C>C(O)C.Cl>[Cl:38][C:35]1[CH:36]=[CH:37][C:32]([CH2:31][NH:30][C:26]2[N:25]=[C:24]([C:21]3[N:17]4[CH:18]=[CH:19][N:20]=[C:15]([NH:14][CH:11]5[CH2:10][CH2:9][CH:8]([NH2:7])[CH2:13][CH2:12]5)[C:16]4=[N:23][CH:22]=3)[CH:29]=[CH:28][CH:27]=2)=[CH:33][CH:34]=1. Procedure details: A mixture of (4-{3-[6-(4-chloro-benzylamino)-pyridin-2-yl]-imidazo[1,2-a]pyrazin-8-ylamino}-cyclohexyl)-carbamic acid tert-butyl ester (214 mg, 0.39 mmol) in ethanol (4 mL) and concentrated HCl (4 mL) was stirred at room temperature overnight. The reaction mixture was then concentrated under reduced pressure. The residue was purified by preparative-HPLC to give N-{3-[6-(4-chloro-benzylamino)-pyridin-2-yl]-imidazo[1,2-a]pyrazin-8-yl}-cyclohexane-1,4-diamine; hydrochloride. (Yield 80 mg). 1HNMR (3...